From a dataset of the Open Reaction Database (ORD), a public repository of structured organic reaction records. describe an organic reaction: reactants, conditions, products, and yield Starting materials: N#CCc1ccc(Br)cc1, O=C([O-])[O-], COC(=O)OC, CCOC(C)=O, [K+], [K+]. The product is CC(C#N)c1ccc(Br)cc1. RXN SMILES: [Br:1][c:2]1[cH:3][cH:4][c:5]([CH2:8][C:9]#[N:10])[cH:6][cH:7]1.[C:11](=[O:12])([O-:13])[O-:14].[CH3:17][O:18][C:19]([O:20][CH3:21])=[O:22].[CH3:23][CH2:24][O:25][C:26](=[O:27])[CH3:28].[K+:15].[K+:16]>>[Br:1][c:2]1[cH:3][cH:4][c:5]([CH:8]([C:9]#[N:10])[CH3:11])[cH:6][cH:7]1. Reactants: O=C(O)c1cccnc1Cl, Nc1ccccc1, Cc1ccccc1C. The product is O=C(O)c1cccnc1Nc1ccccc1. As a reaction SMILES: [Cl:8][c:9]1[c:10]([C:11](=[O:12])[OH:13])[cH:14][cH:15][cH:16][n:17]1.[NH2:1][c:2]1[cH:3][cH:4][cH:5][cH:6][cH:7]1.[c:18]1([CH3:19])[c:20]([CH3:21])[cH:22][cH:23][cH:24][cH:25]1>>[NH:1]([c:2]1[cH:3][cH:4][cH:5][cH:6][cH:7]1)[c:9]1[c:10]([C:11](=[O:12])[OH:13])[cH:14][cH:15][cH:16][n:17]1.